Dataset: the Open Reaction Database (ORD), a public repository of structured organic reaction records. Task: describe an organic reaction: reactants, conditions, products, and yield Starting materials: NC1=NC(=NC=C1F)O (4-amino-5-fluoro-pyrimidin-2-ol), N,O-trimethylsilylacetamide, ClC1=CC=C(C=C1)S(=O)(=O)Cl (4-chlorobenzene sulfonyl chloride). Solvent: C(C)#N (acetonitrile). Run at temperature 70 celsius, time 24 hour. The product is NC1=NC(N(C=C1F)S(=O)(=O)C1=CC=C(C=C1)Cl)=O (4-amino-1-(4-chloro-benzenesulfonyl)-5-fluoro-1H-pyrimidin-2-one). Isolated yield 41.0%. As a reaction SMILES: [NH2:1][C:2]1[C:7]([F:8])=[CH:6][N:5]=[C:4]([OH:9])[N:3]=1.[Cl:10][C:11]1[CH:16]=[CH:15][C:14]([S:17](Cl)(=[O:19])=[O:18])=[CH:13][CH:12]=1>C(#N)C>[NH2:1][C:2]1[C:7]([F:8])=[CH:6][N:5]([S:17]([C:14]2[CH:15]=[CH:16][C:11]([Cl:10])=[CH:12][CH:13]=2)(=[O:19])=[O:18])[C:4](=[O:9])[N:3]=1. Reported procedure: To 4-amino-5-fluoro-pyrimidin-2-ol* (1.0 g, 7.75 mmol) in acetonitrile (CH3CN; 40 mL) was added bis-N,O-trimethylsilylacetamide (BSA; 5.7 mL, 23.3 mmol) and the mixture was heated to 70° C. for 1 h resulting in a clear solution. After cooling to room temperature, 4-chlorobenzene sulfonyl chloride (1.8 g, 8.5 mmol) was added, and the mixture was stirred for 24 h. The solvent was evaporated and the residue was partitioned between EtOAc and brine. The organic phase was dried over MgSO4, filtered, a... Reactants: CCCC(=O)c1cnc2c(OC)cccc2c1Cl, Nc1ccc(CO)cc1, C1COCCO1. The product is CCCC(=O)c1cnc2c(OC)cccc2c1Nc1ccc(CO)cc1. As a reaction SMILES: [C:1]([CH2:2][CH2:3][CH3:4])(=[O:5])[c:6]1[cH:7][n:8][c:9]2[c:10]([O:17][CH3:18])[cH:11][cH:12][cH:13][c:14]2[c:15]1[Cl:16].[NH2:19][c:20]1[cH:21][cH:22][c:23]([CH2:24][OH:25])[cH:26][cH:27]1.[O:28]1[CH2:29][CH2:30][O:31][CH2:32][CH2:33]1>>[C:1]([CH2:2][CH2:3][CH3:4])(=[O:5])[c:6]1[cH:7][n:8][c:9]2[c:10]([O:17][CH3:18])[cH:11][cH:12][cH:13][c:14]2[c:15]1[NH:19][c:20]1[cH:21][cH:22][c:23]([CH2:24][OH:25])[cH:26][cH:27]1. The reactants are ClC=1N=CC=C2C1SC=C2 (7-chlorothieno[2,3-c]pyridine), ClC1=CC(=CC=C1)C(=O)OO (m-chloroperbenzoic acid). Solvent: C(Cl)Cl (DCM). Run at time 24 hour. Product: ClC=1[N+](=CC=C2C1SC=C2)[O-] (7-chlorothieno[2,3-c]pyridine 6-oxide). The yield is 58.1%. As a reaction SMILES: [Cl:1][C:2]1[N:3]=[CH:4][CH:5]=[C:6]2[CH:10]=[CH:9][S:8][C:7]=12.ClC1C=CC=C(C(OO)=[O:19])C=1>C(Cl)Cl>[Cl:1][C:2]1[N+:3]([O-:19])=[CH:4][CH:5]=[C:6]2[CH:10]=[CH:9][S:8][C:7]=12. Procedure: To a solution of 7-chlorothieno[2,3-c]pyridine (5.00 g, 29.5 mmol) in DCM (200 mL) was added m-chloroperbenzoic acid (13.2 g, 59.0 mmol). The combined mixture was stirred at RT for 24 h. After that time, it was purified by ISCO chromatography (0 to 6% MeOH:DCM) to afford 3.18 g (58%) of the title compound as a light brown solid. 1H NMR (400 MHz, CDCl3): δ 8.31 (d, J=7.2 Hz, 1 H), 7.69 (d, J=5.2 Hz, 1 H), 7.57 (d, J=6.8 Hz, 1 H), 7.35 (d, J=5.2 Hz, 1 H); MS (ESI): 185.95, 187.96 [M+H]+; HPLC tR=0... Reactants: Cc1ccccc1, COCCOc1ccc(CO)cn1, O=[Mn]=O. The product is COCCOc1ccc(C=O)cn1. Reaction SMILES: [CH3:14][c:15]1[cH:16][cH:17][cH:18][cH:19][cH:20]1.[CH3:1][O:2][CH2:3][CH2:4][O:5][c:6]1[cH:7][cH:8][c:9]([CH2:12][OH:13])[cH:10][n:11]1.[O:21]=[Mn:22]=[O:23]>>[CH3:1][O:2][CH2:3][CH2:4][O:5][c:6]1[cH:7][cH:8][c:9]([CH:12]=[O:13])[cH:10][n:11]1. Reactants: NC1=NC=C(C(=C1N)N[C@H]1[C@H]([C@@H]2C=C[C@H]1C2)C(=O)N)Br ((1S,2S,3R,4R)-3-(2,3-Diamino-5-bromo-pyridin-4-ylamino)-bicyclo[2.2.1]hept-5-ene-2-carboxylic acid amide), CN(C1=CC(=C(C=O)C=C1)OC)C (4-dimethylamino-2-methoxy-benzaldehyde). Yields the product BrC=1C(=C2C(=NC1)NC(=N2)C2=C(C=C(C=C2)N(C)C)OC)N[C@H]2[C@H]([C@@H]1C=C[C@H]2C1)C(=O)N ((1S,2S,3R,4R)-3-[6-Bromo-2-(4-dimethylamino-2-methoxy-phenyl)-3H-imidazo[4,5-b]pyridin-7-ylamino]-bicyclo[2.2.1]hept-5-ene-2-carboxylic acid amide). Yield: 42.6%. As a reaction SMILES: [NH2:1][C:2]1[C:7]([NH2:8])=[C:6]([NH:9][C@@H:10]2[C@@H:15]3[CH2:16][C@@H:12]([CH:13]=[CH:14]3)[C@@H:11]2[C:17]([NH2:19])=[O:18])[C:5]([Br:20])=[CH:4][N:3]=1.[CH3:21][N:22]([CH3:33])[C:23]1[CH:30]=[CH:29][C:26]([CH:27]=O)=[C:25]([O:31][CH3:32])[CH:24]=1>>[Br:20][C:5]1[C:6]([NH:9][C@@H:10]2[C@@H:15]3[CH2:16][C@@H:12]([CH:13]=[CH:14]3)[C@@H:11]2[C:17]([NH2:19])=[O:18])=[C:7]2[N:8]=[C:27]([C:26]3[CH:29]=[CH:30][C:23]([N:22]([CH3:33])[CH3:21])=[CH:24][C:25]=3[O:31][CH3:32])[NH:1][C:2]2=[N:3][CH:4]=1. Procedure details: In a similar fashion to Compound LXXVI, (1S,2S,3R,4R)-3-(2,3-Diamino-5-bromo-pyridin-4-ylamino)-bicyclo[2.2.1]hept-5-ene-2-carboxylic acid amide (40.0 mg, 0.118 mmol) and 4-dimethylamino-2-methoxy-benzaldehyde (23.3 mg, 0.130 mmol) were reacted to produce 25 mg (43%) of the title compound. mp: 218-220° C., 1H NMR (300 MHz, DMSO-d6): 13.00 (s, 1H), 8.24 (s, 1H), 8.00 (s, 1H), 7.96 (s, 1H), 7.73 (s, 1H), 6.99 (d, J=8 Hz, 2H), 6.43 (br s, 1H), 6.33 (br s, 1H), 5.16 (t, J=8 Hz, 1H), 3.94 (s, 3H), 2....